From a dataset of the Open Reaction Database (ORD), a public repository of structured organic reaction records. describe an organic reaction: reactants, conditions, products, and yield Starting materials: BrC1=C(C=C(C(=O)OC)C=C1Cl)Cl (Methyl 4-bromo-3,5-dichlorobenzoate), CuBr2, C(C)(C)(C)ON=O (tert-butylnitrite), NC1=C(C=C(C(=O)OC)C=C1Cl)Cl (Methyl 4-amino-3,5-dichlorobenzoate), N (ammonia). Run in CC#N (MeCN), CC#N (MeCN). Reaction conditions: time 10 minute. The product is BrC1=C(C=C(C=O)C=C1Cl)Cl (4-Bromo-3,5-dichlorobenzaldehyde), solid. The yield is 77.0%. RXN SMILES: [Br:1][C:2]1[C:11]([Cl:12])=[CH:10][C:5]([C:6](OC)=[O:7])=[CH:4][C:3]=1[Cl:13].C(ON=O)(C)(C)C.NC1C(Cl)=CC(C(OC)=O)=CC=1Cl.N>CC#N>[Br:1][C:2]1[C:11]([Cl:12])=[CH:10][C:5]([CH:6]=[O:7])=[CH:4][C:3]=1[Cl:13]. Reported procedure: Methyl 4-bromo-3,5-dichlorobenzoate: CuBr2 (7.5 g, 34.08 mmol) in MeCN (50 mL) was stirred at 80° C. for 30 min. To this solution tert-butylnitrite (6.5 mL, 54.55 mmol) was added dropwise at the same temperature and the mixture was stirred for another 10 min. Methyl 4-amino-3,5-dichlorobenzoate in MeCN (30 mL) was added dropwise to the reaction mixture which was then stirred at 80° C. for 30 min. The reaction mixture was brought to ambient temperature. Aqueous ammonia solution (20 mL) was added ... Reactants: CC(=O)OC(C)=O, Clc1ccc(-c2c(CC3NCCS3)cnn2-c2ccccc2)cc1, c1ccncc1. The product is CC(=O)N1CCSC1Cc1cnn(-c2ccccc2)c1-c1ccc(Cl)cc1. RXN SMILES: [CH3:25][C:26](=[O:27])[O:28][C:29](=[O:30])[CH3:31].[Cl:1][c:2]1[cH:3][cH:4][c:5](-[c:8]2[c:9]([CH2:19][CH:20]3[S:21][CH2:22][CH2:23][NH:24]3)[cH:10][n:11][n:12]2-[c:13]2[cH:14][cH:15][cH:16][cH:17][cH:18]2)[cH:6][cH:7]1.[cH:32]1[cH:33][cH:34][n:35][cH:36][cH:37]1>>[Cl:1][c:2]1[cH:3][cH:4][c:5](-[c:8]2[c:9]([CH2:19][CH:20]3[S:21][CH2:22][CH2:23][N:24]3[C:26]([CH3:25])=[O:27])[cH:10][n:11][n:12]2-[c:13]2[cH:14][cH:15][cH:16][cH:17][cH:18]2)[cH:6][cH:7]1.